Dataset: the Open Reaction Database (ORD), a public repository of structured organic reaction records. Task: describe an organic reaction: reactants, conditions, products, and yield The reactants are [C-]#N.[Na+] (sodium cyanide), O (water), BrC=1C=CC2=C(C(=CS2)CBr)C1 (5-bromo-3-(bromomethyl)benzothiophene). Run in C(C)O (ethanol), C(C)O (ethanol). Yields the product BrC=1C=CC2=C(C(=CS2)CC#N)C1 (5-bromo-3-(cyanomethyl)benzothiophene). Isolated yield 73.2%. As a reaction SMILES: [C-:1]#[N:2].[Na+].O.[Br:5][C:6]1[CH:7]=[CH:8][C:9]2[S:13][CH:12]=[C:11]([CH2:14]Br)[C:10]=2[CH:16]=1>C(O)C>[Br:5][C:6]1[CH:7]=[CH:8][C:9]2[S:13][CH:12]=[C:11]([CH2:14][C:1]#[N:2])[C:10]=2[CH:16]=1 |f:0.1|. Procedure details: A mixture of 0.115 gm (2.34 mMol) sodium cyanide, 2 mL ethanol and 1 mL water was heated to reflux. To this refluxing mixture was added a solution of 0.356 gm (1.16 mMol) 5-bromo-3-(bromomethyl)benzothiophene in 4 mL ethanol. The resulting mixture was heated at reflux for 3 hours. The reaction mixture was cooled to room temperature and then partitioned between water and ethyl acetate. The phases were separated and the aqueous phase extracted with ethyl acetate. The combined organic phases were d... Starting materials: CC(C)(C)C(=O)Cl, CN(C)c1ccncc1, ClCCl, Nc1ccc(F)c([N+](=O)[O-])c1. The product is CC(C)(C)C(=O)Nc1ccc(F)c([N+](=O)[O-])c1. RXN SMILES: [CH3:12][C:13]([C:14](=[O:15])[Cl:16])([CH3:17])[CH3:18].[CH3:19][N:20]([c:21]1[cH:22][cH:23][n:24][cH:25][cH:26]1)[CH3:27].[Cl:28][CH2:29][Cl:30].[NH2:1][c:2]1[cH:3][cH:4][c:5]([F:6])[c:7]([N+:9]([O-:10])=[O:11])[cH:8]1>>[NH:1]([c:2]1[cH:3][cH:4][c:5]([F:6])[c:7]([N+:9]([O-:10])=[O:11])[cH:8]1)[C:14]([C:13]([CH3:12])([CH3:17])[CH3:18])=[O:15].